From a dataset of the Open Reaction Database (ORD), a public repository of structured organic reaction records. describe an organic reaction: reactants, conditions, products, and yield Starting materials: C(N)(=O)C1=CC=C(C=C1)NC1=NC=C(C(=N1)NCCC)C(=O)O (2-((4-carbamoylphenyl)amino)-4-(propylamino)pyrimidine-5-carboxylic acid), NC=1C=C(C=CC1)NC([C@H](C)N(C(OC(C)(C)C)=O)C)=O ((S)-tert-butyl (1-((3-aminophenyl)amino)-1-oxopropan-2-yl)(methyl)carbamate). Yields the product C(N)(=O)C1=CC=C(C=C1)NC1=NC=C(C(=N1)NCCC)C(=O)NC=1C=C(C=CC1)NC([C@H](C)N(C(OC(C)(C)C)=O)C)=O ((S)-tert-butyl (1-((3-(2-((4-carbamoylphenyl)amino)-4-(propylamino)pyrimidine-5-carboxamido)phenyl)amino)-1-oxopropan-2-yl)(methyl)carbamate), ( 9 ). Reaction SMILES: [C:1]([C:4]1[CH:9]=[CH:8][C:7]([NH:10][C:11]2[N:16]=[C:15]([NH:17][CH2:18][CH2:19][CH3:20])[C:14]([C:21]([OH:23])=O)=[CH:13][N:12]=2)=[CH:6][CH:5]=1)(=[O:3])[NH2:2].[NH2:24][C:25]1[CH:26]=[C:27]([NH:31][C:32](=[O:44])[C@@H:33]([N:35]([CH3:43])[C:36](=[O:42])[O:37][C:38]([CH3:41])([CH3:40])[CH3:39])[CH3:34])[CH:28]=[CH:29][CH:30]=1>>[C:1]([C:4]1[CH:5]=[CH:6][C:7]([NH:10][C:11]2[N:16]=[C:15]([NH:17][CH2:18][CH2:19][CH3:20])[C:14]([C:21]([NH:24][C:25]3[CH:26]=[C:27]([NH:31][C:32](=[O:44])[C@@H:33]([N:35]([CH3:43])[C:36](=[O:42])[O:37][C:38]([CH3:39])([CH3:41])[CH3:40])[CH3:34])[CH:28]=[CH:29][CH:30]=3)=[O:23])=[CH:13][N:12]=2)=[CH:8][CH:9]=1)(=[O:3])[NH2:2]. Procedure: By using 2-((4-carbamoylphenyl)amino)-4-(propylamino)pyrimidine-5-carboxylic acid (C2) and (S)-tert-butyl (1-((3-aminophenyl)amino)-1-oxopropan-2-yl)(methyl)carbamate (B9), (S)-tert-butyl (1-((3-(2-((4-carbamoylphenyl)amino)-4-(propylamino)pyrimidine-5-carboxamido)phenyl)amino)-1-oxopropan-2-yl)(methyl)carbamate (C7) was obtained as white solid in the same manner as that of Example 7, (9). Starting materials: C(C)(C)(C)OC(NC1=C(C=C(C=C1)C#CC1=CC=CC=C1)N)=O ((2-amino-4-phenylethynyl-phenyl)-carbamic acid tert.-butyl ester), CC1(OC(C=C(O1)C=1C=C(C#N)C=CC1)=O)C (3-(2,2-dimethyl-6-oxo-6H-[1,3]dioxin-4-yl)-benzonitrile). Product: C(C)(C)(C)OC(NC1=C(C=C(C=C1)C#CC1=CC=CC=C1)NC(CC(=O)C1=CC(=CC=C1)C#N)=O)=O ({2-[3-(3-Cyano-phenyl)-3-oxo-propionylamino]-4-phenylethynyl-phenyl}-carbamic acid tert.-butyl ester). Isolated yield 77.5%. As a reaction SMILES: [C:1]([O:5][C:6](=[O:23])[NH:7][C:8]1[CH:13]=[CH:12][C:11]([C:14]#[C:15][C:16]2[CH:21]=[CH:20][CH:19]=[CH:18][CH:17]=2)=[CH:10][C:9]=1[NH2:22])([CH3:4])([CH3:3])[CH3:2].CC1(C)[O:30][C:29]([C:31]2[CH:32]=[C:33]([CH:36]=[CH:37][CH:38]=2)[C:34]#[N:35])=[CH:28][C:27](=O)[O:26]1>>[C:1]([O:5][C:6](=[O:23])[NH:7][C:8]1[CH:13]=[CH:12][C:11]([C:14]#[C:15][C:16]2[CH:17]=[CH:18][CH:19]=[CH:20][CH:21]=2)=[CH:10][C:9]=1[NH:22][C:27](=[O:26])[CH2:28][C:29]([C:31]1[CH:38]=[CH:37][CH:36]=[C:33]([C:34]#[N:35])[CH:32]=1)=[O:30])([CH3:4])([CH3:2])[CH3:3]. Reported procedure: Prepared from (2-amino-4-phenylethynyl-phenyl)-carbamic acid tert.-butyl ester (Example G2) (214 mg, 0.7 mmol) and 3-(2,2-dimethyl-6-oxo-6H-[1,3]dioxin-4-yl)-benzonitrile (Example J4) (250 mg, 1.1 mmol) according to the general procedure K. Obtained as a light yellow solid (260 mg). The reactants are CCN(C(C)C)C(C)C (DIPEA), Cl.N[C@H](C(=O)N[C@H](C(=O)OCC1=CC=CC=C1)CC1=CC=CC=C1)COC(F)F (benzyl (2S)-2-[[(2S)-2-amino-3-(difluoromethoxy)propanoyl]amino]-3-phenyl-propanoate hydrochloride), Cl.O1CCN(CC1)CC(=O)O (2-morpholinoacetic acid hydrochloride), C1=CC=C2C(=C1)N=NN2O.O (HOBt hydrate), CCN=C=NCCCN(C)C.Cl (EDC hydrochloride). Run in C(Cl)Cl (DCM), C(Cl)Cl (DCM). Run at temperature 0 celsius, time 8 hour. Product: FC(OC[C@@H](C(=O)N[C@H](C(=O)OCC1=CC=CC=C1)CC1=CC=CC=C1)NC(CN1CCOCC1)=O)F (benzyl (2S)-2-[[(2S)-3-(difluoromethoxy)-2-[(2-morpholinoacetyl)amino]propanoyl]amino]-3-phenyl-propanoate). RXN SMILES: Cl.[NH2:2][C@@H:3]([CH2:25][O:26][CH:27]([F:29])[F:28])[C:4]([NH:6][C@@H:7]([CH2:18][C:19]1[CH:24]=[CH:23][CH:22]=[CH:21][CH:20]=1)[C:8]([O:10][CH2:11][C:12]1[CH:17]=[CH:16][CH:15]=[CH:14][CH:13]=1)=[O:9])=[O:5].Cl.[O:31]1[CH2:36][CH2:35][N:34]([CH2:37][C:38](O)=[O:39])[CH2:33][CH2:32]1.C1C=C2N=NN(O)C2=CC=1.O.CCN=C=NCCCN(C)C.Cl.CCN(C(C)C)C(C)C>C(Cl)Cl>[F:29][CH:27]([F:28])[O:26][CH2:25][C@H:3]([NH:2][C:38](=[O:39])[CH2:37][N:34]1[CH2:35][CH2:36][O:31][CH2:32][CH2:33]1)[C:4]([NH:6][C@@H:7]([CH2:18][C:19]1[CH:20]=[CH:21][CH:22]=[CH:23][CH:24]=1)[C:8]([O:10][CH2:11][C:12]1[CH:17]=[CH:16][CH:15]=[CH:14][CH:13]=1)=[O:9])=[O:5] |f:0.1,2.3,4.5,6.7|. Procedure details: To a stirred solution of benzyl (2S)-2-[[(2S)-2-amino-3-(difluoromethoxy)propanoyl]amino]-3-phenyl-propanoate hydrochloride (1.65 g, 3.84 mmol), 2-morpholinoacetic acid hydrochloride (768 mg, 4.23 mmol) and HOBt hydrate (648 mg, 4.23 mmol) in DCM (20 mL) was added EDC hydrochloride (811 mg, 4.23 mmol). The resulting mixture was cooled to 0° C. and treated with DIPEA (0.736 mL, 4.23 mmoL), dropwise, warmed to room temperature and stirred overnight. The mixture was diluted with DCM (30 mL) and was... The reactants are CC1(C)CCC(C)(C)C1O, CC#N, [H-], C=C(C)[N+](=O)[O-], [Na+], C1CCOC1. Yields the product CC(COC1C(C)(C)CCC1(C)C)[N+](=O)[O-]. As a reaction SMILES: [CH3:1][C:2]1([CH3:10])[CH:3]([OH:9])[C:4]([CH3:7])([CH3:8])[CH2:5][CH2:6]1.[CH3:24][C:25]#[N:26].[H-:16].[N+:18](=[O:19])([O-:20])[C:21](=[CH2:22])[CH3:23].[Na+:17].[O:11]1[CH2:12][CH2:13][CH2:14][CH2:15]1>>[CH3:1][C:2]1([CH3:10])[CH:3]([O:9][CH2:22][CH:21]([N+:18](=[O:19])[O-:20])[CH3:23])[C:4]([CH3:7])([CH3:8])[CH2:5][CH2:6]1. Starting materials: C(C1=CC=CC=C1)OC1=C2N(C(=NC1=O)CC1(CCCC1)C1=CC(=C(C=C1)Cl)Cl)CCN(C2=O)C(C)C (9-(Benzyloxy)-6-((1-(3,4-dichlorophenyl)cyclopentyl)methyl)-2-isopropyl-3,4-dihydro-1H-pyrazino[1,2-c]pyrimidine-1,8(2H)-dione), OC1=C2N(C(=NC1=O)CC1(CCCC1)C1=CC=C(C=C1)C(F)(F)F)CCN(C2=O)C(C)C (9-hydroxy-2-isopropyl-6-[1-(4-trifluoromethyl-phenyl)-cyclopentylmethyl]-3,4-dihydro-2H-pyrazino[1,2-c]pyrimidine-1,8-dione). Yields the product ClC=1C=C(C=CC1Cl)C1(CCCC1)CC1=NC(C(=C2N1CCN(C2=O)C(C)C)O)=O (6-((1-(3,4-Dichlorophenyl)cyclopentyl)methyl)-9-hydroxy-2-isopropyl-3,4-dihydro-1H-pyrazino[1,2-c]pyrimidine-1,8(2H)-dione). As a reaction SMILES: C([O:8][C:9]1[C:14](=[O:15])[N:13]=[C:12]([CH2:16][C:17]2([C:22]3[CH:27]=[CH:26][C:25]([Cl:28])=[C:24]([Cl:29])[CH:23]=3)[CH2:21][CH2:20][CH2:19][CH2:18]2)[N:11]2[CH2:30][CH2:31][N:32]([CH:35]([CH3:37])[CH3:36])[C:33](=[O:34])[C:10]=12)C1C=CC=CC=1.OC1C(=O)N=C(CC2(C3C=CC(C(F)(F)F)=CC=3)CCCC2)N2CCN(C(C)C)C(=O)C=12>>[Cl:29][C:24]1[CH:23]=[C:22]([C:17]2([CH2:16][C:12]3[N:11]4[CH2:30][CH2:31][N:32]([CH:35]([CH3:37])[CH3:36])[C:33](=[O:34])[C:10]4=[C:9]([OH:8])[C:14](=[O:15])[N:13]=3)[CH2:21][CH2:20][CH2:19][CH2:18]2)[CH:27]=[CH:26][C:25]=1[Cl:28]. Procedure: 6-((1-(3,4-Dichlorophenyl)cyclopentyl)methyl)-9-hydroxy-2-isopropyl-3,4-dihydro-1H-pyrazino[1,2-c]pyrimidine-1,8(2H)-dione (492) was synthesized as a white solid from 9-(benzyloxy)-6-((1-(3,4-dichlorophenyl)cyclopentyl)methyl)-2-isopropyl-3,4-dihydro-1H-pyrazino[1,2-c]pyrimidine-1,8(2H)-dione (491) following the procedure described for 6-[1-(4-trifluoromethyl-phenyl)-cyclopentylmethyl]-9-hydroxy-2-isopropyl-3,4-dihydro-2H-pyrazino[1,2-c]pyrimidine-1,8-dione (248). Reactants: BrC1=CC=C(C=2C(C3=CC=CC=C3C(C12)=O)=O)NS(=O)(=O)C1=CC=C(C=C1)C (4-bromo-1-p-toluenesulfonylaminoanthraquinone), [OH-].[K+] (potassium hydroxide), CI (methyl iodide). Reagents/catalysts: [Br-].C(CCC)[N+](CCCC)(CCCC)CCCC (tetra-n-butyl ammonium bromide). Solvent: ClC1=CC=CC=C1 (monochlorobenzene). Reaction conditions: temperature 30 celsius, time 1 hour. The product is BrC1=CC=C(C=2C(C3=CC=CC=C3C(C12)=O)=O)N(S(=O)(=O)C1=CC=C(C=C1)C)C (4-bromo-N-p-toluenesulfonyl-1-methylaminoanthraquinone). The yield is 97.9%. RXN SMILES: [Br:1][C:2]1[C:15]2[C:14](=[O:16])[C:13]3[C:8](=[CH:9][CH:10]=[CH:11][CH:12]=3)[C:7](=[O:17])[C:6]=2[C:5]([NH:18][S:19]([C:22]2[CH:27]=[CH:26][C:25]([CH3:28])=[CH:24][CH:23]=2)(=[O:21])=[O:20])=[CH:4][CH:3]=1.[OH-].[K+].[CH3:31]I>[Br-].C([N+](CCCC)(CCCC)CCCC)CCC.ClC1C=CC=CC=1>[Br:1][C:2]1[C:15]2[C:14](=[O:16])[C:13]3[C:8](=[CH:9][CH:10]=[CH:11][CH:12]=3)[C:7](=[O:17])[C:6]=2[C:5]([N:18]([CH3:31])[S:19]([C:22]2[CH:23]=[CH:24][C:25]([CH3:28])=[CH:26][CH:27]=2)(=[O:21])=[O:20])=[CH:4][CH:3]=1 |f:1.2,4.5|. Procedure: A mixture of 4-bromo-1-p-toluenesulfonylaminoanthraquinone (purity 98%, 46.5 g), monochlorobenzene (550 g), tetra-n-butyl ammonium bromide (0.3 g) and 96% potassium hydroxide (12.0 g) was stirred for 1 hour at 30° C. and methyl iodide (28.4 g) was added thereto at 30° C. over 2 hours. A mixture was stirred at 30° C. for 30 minutes and 40° C. for 3 hours, successively. Then, the same aftertreatment as in Example 3 was effected to obtain 4-bromo-N-p-toluenesulfonyl-1-methylaminoanthraquinone (46.9...